Dataset: the Open Reaction Database (ORD), a public repository of structured organic reaction records. Task: describe an organic reaction: reactants, conditions, products, and yield Starting materials: N(=NC(=O)OCC)C(=O)OCC (DEAD), C(C)OC(C(CC1=CC(=C(C=C1)O)OC)OC(C)C)=O ([rac]-3-(4-hydroxy-3-methoxy-phenyl)-2-isopropoxy-propionic acid ethyl ester), CC1=C(N=C(S1)C1=CC=C(C=C1)C)CCO (2-(5-methyl-2-p-tolyl-thiazol-4-yl)-ethanol), C(C)OC(COC(C)C)=O (isopropoxy-acetic acid ethyl ester), C(C1=CC=CC=C1)OC1=C(C=C(C=O)C=C1)OC (4-benzyloxy-3-methoxy-benzaldehyde), COC(CC(C(C)Br)=O)=O ([rac]4-bromo-3-oxo-pentanoic acid methyl ester), CC1=CC=C(C(=S)N)C=C1 (4-methyl-thiobenzamide), C1(=CC=CC=C1)P(C1=CC=CC=C1)C1=CC=CC=C1 (triphenylphosphine). Run in O1CCCC1 (tetrahydrofuran). The product is C(C)OC(C(CC1=CC(=C(C=C1)OCCC=1N=C(SC1C)C1=CC=C(C=C1)C)OC)OC(C)C)=O ([rac]-2-isopropoxy-3-{3-methoxy-4-[2-(5-methyl-2-p-tolyl-thiazol-4-yl]-ethoxy}-phenyl)-propionic acid ethyl ester). RXN SMILES: [CH2:1]([O:3][C:4](=[O:20])[CH:5]([O:16][CH:17]([CH3:19])[CH3:18])[CH2:6][C:7]1[CH:12]=[CH:11][C:10]([OH:13])=[C:9]([O:14][CH3:15])[CH:8]=1)[CH3:2].C(OC(=O)COC(C)C)C.C(OC1C=CC(C=O)=CC=1OC)C1C=CC=CC=1.[CH3:49][C:50]1[S:54][C:53]([C:55]2[CH:60]=[CH:59][C:58]([CH3:61])=[CH:57][CH:56]=2)=[N:52][C:51]=1[CH2:62][CH2:63]O.COC(=O)CC(=O)C(Br)C.CC1C=CC(C(N)=S)=CC=1.C1(P(C2C=CC=CC=2)C2C=CC=CC=2)C=CC=CC=1.N(C(OCC)=O)=NC(OCC)=O>O1CCCC1>[CH2:1]([O:3][C:4](=[O:20])[CH:5]([O:16][CH:17]([CH3:19])[CH3:18])[CH2:6][C:7]1[CH:12]=[CH:11][C:10]([O:13][CH2:63][CH2:62][C:51]2[N:52]=[C:53]([C:55]3[CH:56]=[CH:57][C:58]([CH3:61])=[CH:59][CH:60]=3)[S:54][C:50]=2[CH3:49])=[C:9]([O:14][CH3:15])[CH:8]=1)[CH3:2]. Procedure details: In analogy to the procedure described in example 1 d], [rac]-3-(4-hydroxy-3-methoxy-phenyl)-2-isopropoxy-propionic acid ethyl ester [prepared from isopropoxy-acetic acid ethyl ester (Tetrahedron (1982), 38(17), 2733-9) and 4-benzyloxy-3-methoxy-benzaldehyde in analogy to the procedures described in examples 54 a]to c)] was reacted with 2-(5-methyl-2-p-tolyl-thiazol-4-yl)-ethanol (prepared from [rac]4-bromo-3-oxo-pentanoic acid methyl ester [PCT Int. Appl. (2001), WO 01/79202] and 4-methyl-thiobe... Reactants: NC=1C=C2C(C(=O)NC2=O)=CC1 (4-aminophthalimide), [OH-].[Na+] (sodium hydroxide), N (ammonia). Reagents/catalysts: [Zn] (zinc). Solvent: O (water). Run at time 30 minute. Product: NC=1C=C2COC(=O)C2=CC1 (5-Aminophthalide). As a reaction SMILES: [NH2:1][C:2]1[CH:3]=[C:4]2[C:9](=[O:10])N[C:6](=[O:7])[C:5]2=[CH:11][CH:12]=1.[OH-].[Na+].N>O.[Zn]>[NH2:1][C:2]1[CH:3]=[C:4]2[C:5](=[CH:11][CH:12]=1)[C:6](=[O:7])[O:10][CH2:9]2 |f:1.2|. Procedure details: Twenty grams of 4-aminophthalimide was added to a mixture of 41 gm zinc and 122 gm sodium hydroxide in 50 ml water (with good stirring) over 30 minutes. The mixture was stirred another 30 minutes, then heated to 60°. When ammonia ceased to be evolved the mixture was heated for an additional 60 minutes, then cooled to about 30°. The zinc residues were filtered off and the solution was acidified with 30 ml concentrated hydrochloric acid. The solution was heated to 90° for 45 minutes, then cooled a... Reactants: NC1CCN(CC1)C1CCCCC1 (4-amino-1-cyclohexylpiperidine), C(C)(=O)OC1C2=CC=CC=C2OC=2C=CC=CC12 (9-acetoxyxanthene). Run in C1(=CC=CC=C1)C (toluene). Product: C1(CCCCC1)N1CCC(CC1)NC1C2=CC=CC=C2OC=2C=CC=CC12 (N-(N-cyclohexyl-4-piperidinyl)-9-xanthenylamine). RXN SMILES: [NH2:1][CH:2]1[CH2:7][CH2:6][N:5]([CH:8]2[CH2:13][CH2:12][CH2:11][CH2:10][CH2:9]2)[CH2:4][CH2:3]1.C(O[CH:18]1[C:31]2[CH:30]=[CH:29][CH:28]=[CH:27][C:26]=2[O:25][C:24]2[C:19]1=[CH:20][CH:21]=[CH:22][CH:23]=2)(=O)C>C1(C)C=CC=CC=1>[CH:8]1([N:5]2[CH2:6][CH2:7][CH:2]([NH:1][CH:18]3[C:19]4[CH:20]=[CH:21][CH:22]=[CH:23][C:24]=4[O:25][C:26]4[C:31]3=[CH:30][CH:29]=[CH:28][CH:27]=4)[CH2:3][CH2:4]2)[CH2:13][CH2:12][CH2:11][CH2:10][CH2:9]1. Reported procedure: Refluxing 4-amino-1-cyclohexylpiperidine and 9-acetoxyxanthene in dry toluene for 24 hours, then working up as in Example 1 gives N-(N-cyclohexyl-4-piperidinyl)-9-xanthenylamine. Starting materials: ClC=1C=CC(=C(C(=O)N[C@@H]2[C@H](CCC2)NC2=NC=C(C=C2)C(F)(F)F)C1)N1N=CC=N1 (5-Chloro-2-(2H-1,2,3-triazol-2-yl)-N-[(1S,2S)-2-{[5-(trifluoromethyl)pyridin-2-yl]amino}cyclopentyl]benzamide), FC=1C(=C(C(=O)O)C=CC1)N1N=CC=N1 (3-fluoro-2-(2H-1,2,3-triazol-2-yl)benzoic acid), Cl.FC(C=1C=CC(=NC1)N[C@@H]1[C@H](CCC1)N)(F)F ((1S,2S)-1-N-[5-(trifluoromethyl)pyridin-2-yl]cyclopentane-1,2-diamine hydrochloride), Cl.FC(C=1C=CC(=NC1)N[C@@H]1[C@H](CCC1)N)(F)F ((1S,2S)-1-N-[5-(trifluoromethyl)pyridin-2-yl]cyclopentane-1,2-diamine hydrochloride). Yields the product FC=1C(=C(C(=O)N[C@@H]2[C@H](CCC2)NC2=NC=C(C=C2)C(F)(F)F)C=CC1)N1N=CC=N1 (3-Fluoro-2-(2H-1,2,3-triazol-2-yl)-N-[(1S,2S)-2-{[5-(trifluoromethyl)pyridin-2-yl]amino}cyclopentyl]benzamide). As a reaction SMILES: Cl[C:2]1[CH:3]=[CH:4][C:5]([N:27]2[N:31]=[CH:30][CH:29]=[N:28]2)=[C:6]([CH:26]=1)[C:7]([NH:9][C@H:10]1[CH2:14][CH2:13][CH2:12][C@@H:11]1[NH:15][C:16]1[CH:21]=[CH:20][C:19]([C:22]([F:25])([F:24])[F:23])=[CH:18][N:17]=1)=[O:8].Cl.[F:33]C(F)(F)C1C=CC(N[C@H]2CCC[C@@H]2N)=NC=1.FC1C(N2N=CC=N2)=C(C=CC=1)C(O)=O>>[F:33][C:4]1[C:5]([N:27]2[N:28]=[CH:29][CH:30]=[N:31]2)=[C:6]([CH:26]=[CH:2][CH:3]=1)[C:7]([NH:9][C@H:10]1[CH2:14][CH2:13][CH2:12][C@@H:11]1[NH:15][C:16]1[CH:21]=[CH:20][C:19]([C:22]([F:24])([F:25])[F:23])=[CH:18][N:17]=1)=[O:8] |f:1.2|. Procedure: Prepared according to the procedure for 5-chloro-2-(2H-1,2,3-triazol-2-yl)-N-[(1S,2S)-2-{[5-(trifluoromethyl)pyridin-2-yl]amino}cyclopentyl]benzamide (Example 97) from (1S,2S)-1-N-[5-(trifluoromethyl)pyridin-2-yl]cyclopentane-1,2-diamine hydrochloride (Intermediate 1; 50 mg, 0.20 mmol) and 3-fluoro-2-(2H-1,2,3-triazol-2-yl)benzoic acid (CAS number 1293284-51-1; 42 mg, 0.20 mmol) to afford the title compound. Starting materials: C1CCOC1, CC(C)[N-]C(C)C, CN(c1cccnc1)c1ncccc1C=O, [Li+], c1cncc(Cc2cccnc2)c1. The product is CN(c1cccnc1)c1ncccc1C(O)C(c1cccnc1)c1cccnc1. As a reaction SMILES: [CH2:38]1[O:39][CH2:40][CH2:41][CH2:42]1.[CH3:15][CH:16]([N-:17][CH:18]([CH3:19])[CH3:20])[CH3:21].[CH3:22][N:23]([c:24]1[c:25]([CH:26]=[O:27])[cH:28][cH:29][cH:30][n:31]1)[c:32]1[cH:33][n:34][cH:35][cH:36][cH:37]1.[Li+:14].[n:1]1[cH:2][c:3]([CH2:7][c:8]2[cH:9][n:10][cH:11][cH:12][cH:13]2)[cH:4][cH:5][cH:6]1>>[n:1]1[cH:2][c:3]([CH:7]([c:8]2[cH:9][n:10][cH:11][cH:12][cH:13]2)[CH:26]([c:25]2[c:24]([N:23]([CH3:22])[c:32]3[cH:33][n:34][cH:35][cH:36][cH:37]3)[n:31][cH:30][cH:29][cH:28]2)[OH:27])[cH:4][cH:5][cH:6]1. Starting materials: CO (methanol), C(CCCCC(=O)OC)(=O)OC (dimethyl adipate), C(CO)O (ethylene glycol). The reagents and catalysts are CCCC[O-].CCCC[O-].CCCC[O-].CCCC[O-].[Ti+4] (tetrabutyl titanate). Conditions: temperature 190 celsius. Product: OCCOC(CCCCC(=O)OCCO)=O (bis(2-hydroxyethyl)adipate). As a reaction SMILES: [C:1]([O:11][CH3:12])(=[O:10])[CH2:2][CH2:3][CH2:4][CH2:5][C:6]([O:8][CH3:9])=[O:7].C(O)[CH2:14][OH:15].[CH3:17][OH:18]>CCCC[O-].CCCC[O-].CCCC[O-].CCCC[O-].[Ti+4]>[OH:15][CH2:14][CH2:12][O:11][C:1](=[O:10])[CH2:2][CH2:3][CH2:4][CH2:5][C:6]([O:8][CH2:9][CH2:17][OH:18])=[O:7] |f:3.4.5.6.7|. Reported procedure: A 1-liter glass flask equipped with a stirrer, thermometer, gas inlet, and distillation outlet was charged with 174.2 g (1.00 mole) of dimethyl adipate, 198.3 g (2.20 moles) of ethylene glycol, and a small amount of tetrabutyl titanate as a catalyst. The mixture in the flask was purged with nitrogen, heated to 190° C., and reacted at this temperature for 1 hour. As the reaction proceeded, bis(2-hydroxyethyl)adipate was produced with the distillation of methanol from the flask. Starting materials: Br, CC(C)(C)OC(=O)NC(Cc1ccc(OCc2ccccc2)c(F)c1)C(O)CO, [Na+], [OH-], O. Yields the product CC(C)(C)OC(=O)NC(Cc1ccc(OCc2ccccc2)c(F)c1)C1CO1. As a reaction SMILES: [Br:3].[CH2:4]([c:5]1[cH:6][cH:7][cH:8][cH:9][cH:10]1)[O:11][c:12]1[c:13]([F:32])[cH:14][c:15]([CH2:16][CH:17]([CH:18]([CH2:19][OH:20])[OH:21])[NH:22][C:23]([O:24][C:25]([CH3:26])([CH3:27])[CH3:28])=[O:29])[cH:30][cH:31]1.[Na+:2].[OH-:1].[OH2:33]>>[CH2:4]([c:5]1[cH:6][cH:7][cH:8][cH:9][cH:10]1)[O:11][c:12]1[c:13]([F:32])[cH:14][c:15]([CH2:16][CH:17]([CH:18]2[CH2:19][O:20]2)[NH:22][C:23]([O:24][C:25]([CH3:26])([CH3:27])[CH3:28])=[O:29])[cH:30][cH:31]1.